This data is from the Open Reaction Database (ORD), a public repository of structured organic reaction records. The task is: describe an organic reaction: reactants, conditions, products, and yield Reactants: CCCC[N+](CCCC)(CCCC)CCCC, [F-], C1CCOC1, COc1ccc(COC(CCc2ccc(-c3ccccc3)cc2)C(CCO[Si](C)(C)C(C)(C)C)C(=O)OC(C)(C)C)cc1. Product: COc1ccc(COC(CCc2ccc(-c3ccccc3)cc2)C(CCO)C(=O)OC(C)(C)C)cc1. Reaction SMILES: [CH2:2]([N+:3]([CH2:4][CH2:5][CH2:6][CH3:7])([CH2:8][CH2:9][CH2:10][CH3:11])[CH2:12][CH2:13][CH2:14][CH3:15])[CH2:16][CH2:17][CH3:18].[F-:1].[O:62]1[CH2:63][CH2:64][CH2:65][CH2:66]1.[c:19]1(-[c:56]2[cH:57][cH:58][cH:59][cH:60][cH:61]2)[cH:20][cH:21][c:22]([CH2:25][CH2:26][CH:27]([CH:28]([C:29](=[O:30])[O:31][C:32]([CH3:33])([CH3:34])[CH3:35])[CH2:36][CH2:37][O:38][Si:39]([C:40]([CH3:41])([CH3:42])[CH3:43])([CH3:44])[CH3:45])[O:46][CH2:47][c:48]2[cH:49][cH:50][c:51]([O:54][CH3:55])[cH:52][cH:53]2)[cH:23][cH:24]1>>[c:19]1(-[c:56]2[cH:57][cH:58][cH:59][cH:60][cH:61]2)[cH:20][cH:21][c:22]([CH2:25][CH2:26][CH:27]([CH:28]([C:29](=[O:30])[O:31][C:32]([CH3:33])([CH3:34])[CH3:35])[CH2:36][CH2:37][OH:38])[O:46][CH2:47][c:48]2[cH:49][cH:50][c:51]([O:54][CH3:55])[cH:52][cH:53]2)[cH:23][cH:24]1.